Dataset: the Open Reaction Database (ORD), a public repository of structured organic reaction records. Task: describe an organic reaction: reactants, conditions, products, and yield The reactants are CCOC(=O)c1cnn(-c2nc(NC(c3ccc(OC)cc3)c3ccc(OC)cc3)c3ncn(C4CC(NC(=O)CC)C(O)C4O)c3n2)c1, ClCCl, O=C(O)C(F)(F)F. Product: CCOC(=O)c1cnn(-c2nc(N)c3ncn(C4CC(NC(=O)CC)C(O)C4O)c3n2)c1. Reaction SMILES: [CH2:1]([CH3:2])[O:3][C:4](=[O:5])[c:6]1[cH:7][n:8][n:9](-[c:11]2[n:12][c:13]([NH:32][CH:33]([c:34]3[cH:35][cH:36][c:37]([O:38][CH3:39])[cH:40][cH:41]3)[c:42]3[cH:43][cH:44][c:45]([O:46][CH3:47])[cH:48][cH:49]3)[c:14]3[n:15][cH:16][n:17]([CH:20]4[CH:21]([OH:31])[CH:22]([OH:30])[CH:23]([NH:25][C:26]([CH2:27][CH3:28])=[O:29])[CH2:24]4)[c:18]3[n:19]2)[cH:10]1.[Cl:57][CH2:58][Cl:59].[F:50][C:51]([F:52])([F:53])[C:54]([OH:55])=[O:56]>>[CH2:1]([CH3:2])[O:3][C:4](=[O:5])[c:6]1[cH:7][n:8][n:9](-[c:11]2[n:12][c:13]([NH2:32])[c:14]3[n:15][cH:16][n:17]([CH:20]4[CH:21]([OH:31])[CH:22]([OH:30])[CH:23]([NH:25][C:26]([CH2:27][CH3:28])=[O:29])[CH2:24]4)[c:18]3[n:19]2)[cH:10]1. The reactants are BrCC1=CC=C(C=C1)C1=CC=CC=C1 (4-bromomethylbiphenyl), S(=O)([O-])[O-].[Na+].[Na+] (sodium sulfite), O (water). Solvent: mixture, CO (methanol). Conditions: temperature 60 celsius, time 12 hour. Yields the product [Na+].C1(=CC=C(C=C1)CS(=O)(=O)[O-])C1=CC=CC=C1 (Biphenyl-4-yl-methanesulfonic acid sodium salt). Isolated yield 50.4%. Reaction SMILES: Br[CH2:2][C:3]1[CH:8]=[CH:7][C:6]([C:9]2[CH:14]=[CH:13][CH:12]=[CH:11][CH:10]=2)=[CH:5][CH:4]=1.[S:15]([O-:18])([O-:17])=[O:16].[Na+:19].[Na+].O>CO>[Na+:19].[C:6]1([C:9]2[CH:14]=[CH:13][CH:12]=[CH:11][CH:10]=2)[CH:7]=[CH:8][C:3]([CH2:2][S:15]([O-:18])(=[O:17])=[O:16])=[CH:4][CH:5]=1 |f:1.2.3,6.7|. Procedure: A mixture of 28.69 g of 4-bromomethylbiphenyl and 29.27 g of sodium sulfite in 200 ml of a mixture of water and methanol (1:1) was stirred at 60° C. for 12 hours. After cooling to room temperature, the solvent was removed under reduced pressure and the aqueous residue was extracted twice with 100 ml of ethyl acetate. The aqueous phase was concentrated by rotary evaporation and the solid residue was stirred with 200 ml of isopropanol for 1 hour. After filtration to remove the solid constituents, ... The reactants are hydrochloride salt, CC1(C2CNCC12)C=1C=C(C=CC1)NS(=O)(=O)C (N-[3-(6-methyl-3-azabicyclo[3.1.0]hex-6-yl)phenyl]methanesulfonamide), C(O)([O-])=O.[Na+] (sodium hydrogen carbonate), ClCC1=CC=C(C=C1)CC (1-(chloromethyl)-4-ethylbenzene), [I-].[Na+] (sodium iodide). Solvent: O (water), C(C)OCC (diethyl ether), CN(C=O)C (N,N-dimethylformamide). Conditions: temperature 50 celsius, time 5 minute. The product is N (ammonia), C(C)C1=CC=C(CN2CC3C(C3C2)(C)C=2C=C(C=CC2)NS(=O)(=O)C)C=C1 (N-{3-[3-(4-ethylbenzyl)-6-methyl-3-azabicyclo[3.1.0]hex-6-yl]phenyl}methanesulfonamide). Isolated yield 82.1%. Reaction SMILES: [CH3:1][C:2]1([C:8]2[CH:9]=[C:10]([NH:14][S:15]([CH3:18])(=[O:17])=[O:16])[CH:11]=[CH:12][CH:13]=2)[CH:7]2[CH:3]1[CH2:4][NH:5][CH2:6]2.C(=O)([O-])O.[Na+].Cl[CH2:25][C:26]1[CH:31]=[CH:30][C:29]([CH2:32][CH3:33])=[CH:28][CH:27]=1.[I-].[Na+]>CN(C)C=O.O.C(OCC)C>[NH3:5].[CH2:32]([C:29]1[CH:30]=[CH:31][C:26]([CH2:25][N:5]2[CH2:6][CH:7]3[CH:3]([C:2]3([C:8]3[CH:9]=[C:10]([NH:14][S:15]([CH3:18])(=[O:17])=[O:16])[CH:11]=[CH:12][CH:13]=3)[CH3:1])[CH2:4]2)=[CH:27][CH:28]=1)[CH3:33] |f:1.2,4.5|. Procedure: To a solution of the hydrochloride salt of N-[3-(6-methyl-3-azabicyclo[3.1.0]hex-6-yl)phenyl]methanesulfonamide (Preparation 53, 57 mg, 0.19 mmol) in N,N-dimethylformamide (2 ml) was added sodium hydrogen carbonate (630 mg, 7.52 mmol), 1-(chloromethyl)-4-ethylbenzene (32 mg, 0.20 mmol) and sodium iodide (catalytic) and the reaction mixture was heated at 50° C. for 20 h. After cooling, diethyl ether (5 ml) and water (7 ml) were added and the reaction mixture was stirred vigorously for 5 min. The ... RXN SMILES: Cl[C:2]1[N:10]=[C:9]2[C:5]([N:6]=[C:7]([CH2:12][N:13]3[CH2:18][CH2:17][C:16]([CH2:20][OH:21])([CH3:19])[CH2:15][CH2:14]3)[N:8]2[CH3:11])=[C:4]([N:22]2[CH2:27][CH2:26][O:25][CH2:24][CH2:23]2)[N:3]=1.[CH2:28]([C:30]1[NH:34][C:33]2[CH:35]=[CH:36][CH:37]=[CH:38][C:32]=2[N:31]=1)[CH3:29]>>[CH2:28]([C:30]1[N:31]([C:2]2[N:10]=[C:9]3[C:5]([N:6]=[C:7]([CH2:12][N:13]4[CH2:14][CH2:15][C:16]([CH2:20][OH:21])([CH3:19])[CH2:17][CH2:18]4)[N:8]3[CH3:11])=[C:4]([N:22]3[CH2:23][CH2:24][O:25][CH2:26][CH2:27]3)[N:3]=2)[C:32]2[CH:38]=[CH:37][CH:36]=[CH:35][C:33]=2[N:34]=1)[CH3:29]. Procedure details: Following General Procedure I for Buchwald coupling, (1-((2-chloro-9-methyl-6-morpholino-9H-purin-8-yl)methyl)-4-methylpiperidin-4-yl)methanol and 2-ethyl-1H-benzo[d]imidazole were reacted to give 385. LCMS m/z: 505.3 (MH+) Product: C(C)C1=NC2=C(N1C1=NC(=C3N=C(N(C3=N1)C)CN1CCC(CC1)(C)CO)N1CCOCC1)C=CC=C2 ((1-((2-(2-ethyl-1H-benzo[d]imidazol-1-yl)-9-methyl-6-morpholino-9H-purin-8-yl)methyl)-4-methylpiperidin-4-yl)methanol). Starting materials: ClC1=NC(=C2N=C(N(C2=N1)C)CN1CCC(CC1)(C)CO)N1CCOCC1 ((1-((2-chloro-9-methyl-6-morpholino-9H-purin-8-yl)methyl)-4-methylpiperidin-4-yl)methanol), C(C)C1=NC2=C(N1)C=CC=C2 (2-ethyl-1H-benzo[d]imidazole). The reactants are CC(C)(C)OC(=O)N1CC(Oc2ccc(F)cc2F)CC1C(=O)O, C1CCOC1. Yields the product CC(C)(C)OC(=O)N1CC(Oc2ccc(F)cc2F)CC1CO. Reaction SMILES: [C:1]([CH3:2])([CH3:3])([CH3:4])[O:5][C:6](=[O:7])[N:8]1[CH:9]([C:22](=[O:23])[OH:24])[CH2:10][CH:11]([O:13][c:14]2[c:15]([F:21])[cH:16][c:17]([F:20])[cH:18][cH:19]2)[CH2:12]1.[CH2:25]1[O:26][CH2:27][CH2:28][CH2:29]1>>[C:1]([CH3:2])([CH3:3])([CH3:4])[O:5][C:6](=[O:7])[N:8]1[CH:9]([CH2:22][OH:23])[CH2:10][CH:11]([O:13][c:14]2[c:15]([F:21])[cH:16][c:17]([F:20])[cH:18][cH:19]2)[CH2:12]1. Starting materials: CN(C)C=O, O=C(Cl)C(=O)Cl, CC(Oc1ccc(Oc2ccc(C(F)(F)F)cc2)cc1)C(=O)O. Product: [Cl-], CC(Oc1ccc(Oc2ccc(C(F)(F)F)cc2)cc1)C(=O)O. RXN SMILES: [CH3:30][N:31]([CH3:32])[CH:33]=[O:34].[Cl:1][C:2]([C:3]([Cl:4])=[O:5])=[O:6].[F:7][C:8]([c:9]1[cH:10][cH:11][c:12]([O:13][c:14]2[cH:15][cH:16][c:17]([O:18][CH:19]([C:20](=[O:21])[OH:22])[CH3:23])[cH:24][cH:25]2)[cH:26][cH:27]1)([F:28])[F:29]>>[Cl-:1].[F:7][C:8]([c:9]1[cH:10][cH:11][c:12]([O:13][c:14]2[cH:15][cH:16][c:17]([O:18][CH:19]([C:20](=[O:21])[OH:22])[CH3:23])[cH:24][cH:25]2)[cH:26][cH:27]1)([F:28])[F:29]. Reactants: BrC1=CC=C(C=C1)S(=O)(=O)NC1=C(C=C(C=C1)Cl)C(=O)C1=CC=NC=C1 (4-Bromo-N-[4-chloro-2-(pyridine4-carbonyl)-phenyl]-benzenesulfonamide), heterocyclyl, heteroaryl substituted phenylsulfonyl, O.[O-]P(=O)([O-])[O-].[K+].[K+].[K+] (potassium phosphate tribasic monohydrate), C(C)(C)(C)OC(=O)N1CCNCC1 (piperazine-1-carboxylic acid tert-butyl ester), C1(=CC=CC=C1)P(C1=C(C2=CC=CC=C2C=C1)C1=C(C=CC2=CC=CC=C12)P(C1=CC=CC=C1)C1=CC=CC=C1)C1=CC=CC=C1 (rac-2,2′-bis (diphenylphosphino)-1,1′-binaphthyl). The reagents and catalysts are [Pd] (Pd). Solvent: O1CCOCC1 (dioxane). The product is ClC1=CC(=C(C=C1)NS(=O)(=O)C1=CC=C(C=C1)N1CCNCC1)C(=O)C1=CC=NC=C1 (N-[4-Chloro-2(pyridine-4-carbonyl)-phenyl]-4-piperazin-1-yl-benzenesulfonamide), amine. RXN SMILES: Br[C:2]1[CH:7]=[CH:6][C:5]([S:8]([NH:11][C:12]2[CH:17]=[CH:16][C:15]([Cl:18])=[CH:14][C:13]=2[C:19]([C:21]2[CH:26]=[CH:25][N:24]=[CH:23][CH:22]=2)=[O:20])(=[O:10])=[O:9])=[CH:4][CH:3]=1.O.[O-]P([O-])([O-])=O.[K+].[K+].[K+].C1(P(C2C=CC=CC=2)C2C=CC3C(=CC=CC=3)C=2C2C3C(=CC=CC=3)C=CC=2P(C2C=CC=CC=2)C2C=CC=CC=2)C=CC=CC=1.C(OC([N:89]1[CH2:94][CH2:93][NH:92][CH2:91][CH2:90]1)=O)(C)(C)C>O1CCOCC1.[Pd]>[Cl:18][C:15]1[CH:16]=[CH:17][C:12]([NH:11][S:8]([C:5]2[CH:6]=[CH:7][C:2]([N:89]3[CH2:94][CH2:93][NH:92][CH2:91][CH2:90]3)=[CH:3][CH:4]=2)(=[O:10])=[O:9])=[C:13]([C:19]([C:21]2[CH:26]=[CH:25][N:24]=[CH:23][CH:22]=2)=[O:20])[CH:14]=1 |f:1.2.3.4.5|. Procedure details: The title compound was prepared according to the general procedure for the synthesis of heterocyclyl and heteroaryl substituted phenylsulfonyl derivatives previously described, using 4-Bromo-N-[4-chloro-2-(pyridine4-carbonyl)-phenyl]-benzenesulfonamide 0.1 g (0.22 mmol), potassium phosphate tribasic monohydrate 0.30 g (1.2 mmol), rac-2,2′-bis (diphenylphosphino)-1,1′-binaphthyl 0.02 g (0.032 mmol), piperazine-1-carboxylic acid tert-butyl ester 0.18 g (1 mmol) and Pd (II) trifluoroacetate 10 mg (... Starting materials: O=C([O-])[O-], [Cs+], [Cs+], CC(C)(C)OC(=O)N1CC(I)C1, O=[N+]([O-])c1ccc(O)cn1, CN(C)C=O. Yields the product CC(C)(C)OC(=O)N1CC(Oc2ccc([N+](=O)[O-])nc2)C1. RXN SMILES: [C:23](=[O:24])([O-:25])[O-:26].[Cs+:27].[Cs+:28].[I:1][CH:2]1[CH2:3][N:4]([C:6](=[O:7])[O:8][C:9]([CH3:10])([CH3:11])[CH3:12])[CH2:5]1.[N+:13](=[O:14])([O-:15])[c:16]1[cH:17][cH:18][c:19]([OH:22])[cH:20][n:21]1.[O:29]=[CH:30][N:31]([CH3:32])[CH3:33]>>[CH:2]1([O:22][c:19]2[cH:18][cH:17][c:16]([N+:13](=[O:14])[O-:15])[n:21][cH:20]2)[CH2:3][N:4]([C:6](=[O:7])[O:8][C:9]([CH3:10])([CH3:11])[CH3:12])[CH2:5]1.